The task is: describe an organic reaction: reactants, conditions, products, and yield. This data is from the Open Reaction Database (ORD), a public repository of structured organic reaction records. Starting materials: Cl (HCl), [Cl-].[Ce+3].[Cl-].[Cl-] (cerium chloride), [BH4-].[Na+] (Sodium borohydride), CC1=C(C=CC=C1)P(C1=C(C=CC=C1)C)=O (bis(2-methylphenyl)phosphine oxide), [H-].[Al+3].[Li+].[H-].[H-].[H-] (lithium aluminum hydride). The solvent is C1CCOC1 (THF), C1(=CC=CC=C1)C (Toluene). Conditions: time 1 hour. Yields the product CC1=C(C=CC=C1)PC1=C(C=CC=C1)C.B (bis(2-methylphenyl)phosphine borane). Isolated yield 43.0%. RXN SMILES: [Cl-].[Ce+3].[Cl-].[Cl-].[BH4-:5].[Na+].[CH3:7][C:8]1[CH:13]=[CH:12][CH:11]=[CH:10][C:9]=1[PH:14](=O)[C:15]1[CH:20]=[CH:19][CH:18]=[CH:17][C:16]=1[CH3:21].[H-].[Al+3].[Li+].[H-].[H-].[H-].Cl>C1COCC1.C1(C)C=CC=CC=1>[CH3:21][C:16]1[CH:17]=[CH:18][CH:19]=[CH:20][C:15]=1[PH:14][C:9]1[CH:10]=[CH:11][CH:12]=[CH:13][C:8]=1[CH3:7].[BH3:5] |f:0.1.2.3,4.5,7.8.9.10.11.12,16.17|. Reported procedure: Under an argon atmosphere, a solution of cerium chloride (8.66 g, 3.0 equivalents) in THF (80 mL) was stirred at room temperature (25° C.) for 30 min. Sodium borohydride (1.37 g, 3.1 equivalents) was added, and the mixture was stirred at room temperature for 1 hr. Then bis(2-methylphenyl)phosphine oxide (2.7 g, 11.72 mmoL) synthesized in Reference Example 9 and lithium aluminum hydride (0.53 g, 1.2 equivalents) were successively added at 5° C., and the mixture was stirred at room temperature for...